From a dataset of the Open Reaction Database (ORD), a public repository of structured organic reaction records. describe an organic reaction: reactants, conditions, products, and yield Starting materials: NaHB(OAc)3, C(=O)C1=CC=C(C(=O)OCOC(=O)N2C=C(C3=CC=CC=C23)CC(C)(C(NC(C)C2=CC=CC=C2)=O)NC(=O)OCC=2OC3=C(C2)C=CC=C3)C=C1 (3-[2-(Benzofuran-2-ylmethoxycarbonylamino)-2-(1-phenyl-ethylcarbamoyl)-propyl]-indole-1-carboxylic acid 4-formylbenzoyloxymethyl ester), Cl.OC1CNCC1 (3-hydroxypyrrolidine hydrochloride), C(C)(=O)[O-].[Na+] (sodium acetate). Run in C(Cl)(Cl)Cl (chloroform). Conditions: time 20 minute. The product is Cl.OC1CN(CC1)CC1=CC=C(C(=O)OCOC(=O)N2C=C(C3=CC=CC=C23)CC(C)(C(NC(C)C2=CC=CC=C2)=O)NC(=O)OCC=2OC3=C(C2)C=CC=C3)C=C1 (3-[2-(Benzofuran-2-ylmethoxycarbonylamino)-2-(1-phenyl-ethylcarbamoyl)-propyl]-indole-1-carboxylic acid 4-(3-hydroxy-pyrrolidin-1-ylmethyl)-benzoyloxymethyl ester monohydrochloride salt). Isolated yield 49.0%. Reaction SMILES: [CH:1]([C:3]1[CH:52]=[CH:51][C:6]([C:7]([O:9][CH2:10][O:11][C:12]([N:14]2[C:22]3[C:17](=[CH:18][CH:19]=[CH:20][CH:21]=3)[C:16]([CH2:23][C:24]([NH:37][C:38]([O:40][CH2:41][C:42]3[O:43][C:44]4[CH:50]=[CH:49][CH:48]=[CH:47][C:45]=4[CH:46]=3)=[O:39])([C:26](=[O:36])[NH:27][CH:28]([C:30]3[CH:35]=[CH:34][CH:33]=[CH:32][CH:31]=3)[CH3:29])[CH3:25])=[CH:15]2)=[O:13])=[O:8])=[CH:5][CH:4]=1)=O.[ClH:53].[OH:54][CH:55]1[CH2:59][CH2:58][NH:57][CH2:56]1.C([O-])(=O)C.[Na+]>C(Cl)(Cl)Cl>[ClH:53].[OH:54][CH:55]1[CH2:59][CH2:58][N:57]([CH2:1][C:3]2[CH:52]=[CH:51][C:6]([C:7]([O:9][CH2:10][O:11][C:12]([N:14]3[C:22]4[C:17](=[CH:18][CH:19]=[CH:20][CH:21]=4)[C:16]([CH2:23][C:24]([NH:37][C:38]([O:40][CH2:41][C:42]4[O:43][C:44]5[CH:50]=[CH:49][CH:48]=[CH:47][C:45]=5[CH:46]=4)=[O:39])([C:26](=[O:36])[NH:27][CH:28]([C:30]4[CH:35]=[CH:34][CH:33]=[CH:32][CH:31]=4)[CH3:29])[CH3:25])=[CH:15]3)=[O:13])=[O:8])=[CH:5][CH:4]=2)[CH2:56]1 |f:1.2,3.4,6.7|. Reported procedure: NaHB(OAc)3 (0.085 g, 0.4 mmol, 1.4 eq.) was added in three equal portions in 10 minutes to a cloudy solution of compound 19 (0.2 g, 0.285 mmol), 3-hydroxypyrrolidine hydrochloride (0.07 g, 0.57 mmol, 2.0 eq.) and sodium acetate (0.047 g, 0.57 mmol, 2.0 eq.) in dry chloroform (10 mL) under N2 in an ice bath. The reaction was stirred in ice bath for 20 minutes and at room temperature for 4 hours to give a white suspension. The reaction mixture was worked up and purified as above to give compound 2... Starting materials: NC1=C(CN2C(=CC=C2)C(=O)O)C=CC(=C1)Cl (1-(2-amino-4-chlorobenzyl)-2-pyrrolecarboxylic acid), NC1=C(CN2C(=CC=C2)C#N)C=CC(=C1)Cl (1-(2-amino-4-chlorobenzyl)-2-pyrrolecarbonitrile), N,N'-carbonyldiimidazole. Solvent: O1CCCC1 (tetrahydrofuran). Conditions: temperature 105 celsius. The product is ClC1=CC2=C(CN3C(C(N2)=O)=CC=C3)C=C1 (8-chloro-5,10-dihydro-11H-pyrrolo[2,1-c][1,4]-benzodiazepin-11-one). Reaction SMILES: [NH2:1][C:2]1[CH:16]=[C:15]([Cl:17])[CH:14]=[CH:13][C:3]=1[CH2:4][N:5]1[CH:9]=[CH:8][CH:7]=[C:6]1[C:10](O)=[O:11].NC1C=C(Cl)C=CC=1CN1C=CC=C1C#N>O1CCCC1>[Cl:17][C:15]1[CH:14]=[CH:13][C:3]2[CH2:4][N:5]3[CH:9]=[CH:8][CH:7]=[C:6]3[C:10](=[O:11])[NH:1][C:2]=2[CH:16]=1. Procedure details: A mixture of 5.7 g. of 1-(2-amino-4-chlorobenzyl)-2-pyrrolecarboxylic acid (prepared by the method of Example 5, using 1-(2-amino-4-chlorobenzyl)-2-pyrrolecarbonitrile), 3.9 g. of N,N'-carbonyldiimidazole and 60 ml. of tetrahydrofuran is stirred with cooling for one hour, allowed to stand at room temperature, heated on a steam bath for one hour, diluted with 5 ml. of water and concentrated to remove the tetrahydrofuran. The residue is dissolved in methylene chloride, washed successively with wat... Starting materials: NC[C@@H]1[C@H]2C[C@H]2CN1C(=O)C=1N=C(SC1C=1C=C(C=CC1)C)C (((1S,2S,5R)-2-Aminomethyl-3-aza-bicyclo[3.1.0]hex-3-yl)-(2-methyl-5-m-tolyl-thiazol-4-yl)-methanone), O1CCC2=C1C(=CC=C2)C(=O)O (2,3-Dihydro-benzofuran-7-carboxylic acid). The product is CC=1SC(=C(N1)C(=O)N1[C@@H]([C@H]2C[C@H]2C1)CNC(=O)C1=CC=CC=2CCOC21)C=2C=C(C=CC2)C (2,3-Dihydro-benzofuran-7-carboxylic Acid[(1S,2S,5R)-3-(2-methyl-5-m-tolyl-thiazole-4-carbonyl)-3-aza-bicyclo[3.1.0]hex-2-ylmethyl]-amide). As a reaction SMILES: [NH2:1][CH2:2][C@H:3]1[N:8]([C:9]([C:11]2[N:12]=[C:13]([CH3:23])[S:14][C:15]=2[C:16]2[CH:17]=[C:18]([CH3:22])[CH:19]=[CH:20][CH:21]=2)=[O:10])[CH2:7][C@H:6]2[C@@H:4]1[CH2:5]2.[O:24]1[C:28]2[C:29]([C:33](O)=[O:34])=[CH:30][CH:31]=[CH:32][C:27]=2[CH2:26][CH2:25]1>>[CH3:23][C:13]1[S:14][C:15]([C:16]2[CH:17]=[C:18]([CH3:22])[CH:19]=[CH:20][CH:21]=2)=[C:11]([C:9]([N:8]2[CH2:7][C@H:6]3[C@H:4]([CH2:5]3)[C@H:3]2[CH2:2][NH:1][C:33]([C:29]2[C:28]3[O:24][CH2:25][CH2:26][C:27]=3[CH:32]=[CH:31][CH:30]=2)=[O:34])=[O:10])[N:12]=1. Reported procedure: prepared by reaction of ((1S,2S,5R)-2-Aminomethyl-3-aza-bicyclo[3.1.0]hex-3-yl)-(2-methyl-5-m-tolyl-thiazol-4-yl)-methanone with 2,3-Dihydro-benzofuran-7-carboxylic acid. LC-MS (basic): tR=0.88 min; [M+H]+=474.4. Starting materials: BrC1=CC=C(C(=O)C(C(=O)OCC)C2C3=CC=CC=C3OC=3C=CC=CC23)C=C1 (Ethyl 2-(4-bromobenzoyl)-2-(9H-xanthen-9-yl)acetate), CS(=O)C (dimethylsulphoxide). Solvent: O (water). The product is BrC1=CC=C(C=C1)C(CC1C2=CC=CC=C2OC=2C=CC=CC12)=O (1-(4-bromophenyl)-2-(9H-xanthen-9-yl)ethanone). Reaction SMILES: [Br:1][C:2]1[CH:29]=[CH:28][C:5]([C:6]([CH:8]([CH:14]2[C:27]3[CH:26]=[CH:25][CH:24]=[CH:23][C:22]=3[O:21][C:20]3[C:15]2=[CH:16][CH:17]=[CH:18][CH:19]=3)C(OCC)=O)=[O:7])=[CH:4][CH:3]=1.CS(C)=O>O>[Br:1][C:2]1[CH:3]=[CH:4][C:5]([C:6](=[O:7])[CH2:8][CH:14]2[C:15]3[CH:16]=[CH:17][CH:18]=[CH:19][C:20]=3[O:21][C:22]3[C:27]2=[CH:26][CH:25]=[CH:24][CH:23]=3)=[CH:28][CH:29]=1. Procedure: Ethyl 2-(4-bromobenzoyl)-2-(9H-xanthen-9-yl)acetate (10.0 g, 0.02 mol) was heated in a solution of dimethylsulphoxide (100 ml) and water (0.72 ml) following the procedure described in Example (iv) to give 1-(4-bromophenyl)-2-(9H-xanthen-9-yl)ethanone as a yellow solid. Reactants: COc1cc2ncnc(Cl)c2cc1OC, [K+], [OH-], O, Cc1ccc(O)cc1O. Yields the product COc1cc2ncnc(Oc3ccc(C)c(O)c3)c2cc1OC. Reaction SMILES: [Cl:3][c:4]1[n:5][cH:6][n:7][c:8]2[cH:9][c:10]([O:16][CH3:17])[c:11]([O:14][CH3:15])[cH:12][c:13]12.[K+:2].[OH-:1].[OH2:27].[OH:18][c:19]1[c:20]([CH3:26])[cH:21][cH:22][c:23]([OH:25])[cH:24]1>>[c:4]1([O:25][c:23]2[cH:22][cH:21][c:20]([CH3:26])[c:19]([OH:18])[cH:24]2)[n:5][cH:6][n:7][c:8]2[cH:9][c:10]([O:16][CH3:17])[c:11]([O:14][CH3:15])[cH:12][c:13]12. The reactants are CO, COC(=O)CN1C(=O)CC(c2cccc(Cl)c2)C2(C(=O)Nc3cc(Cl)ccc32)C1c1ccccc1C, [Na+], C1CCOC1, [OH-]. Yields the product Cc1ccccc1C1N(CC(=O)O)C(=O)CC(c2cccc(Cl)c2)C12C(=O)Nc1cc(Cl)ccc12. As a reaction SMILES: [CH3:37][OH:38].[Cl:1][c:2]1[cH:3][cH:4][c:5]2[c:9]([cH:10]1)[NH:8][C:7](=[O:11])[C:6]21[CH:12]([c:30]2[c:31]([CH3:36])[cH:32][cH:33][cH:34][cH:35]2)[N:13]([CH2:25][C:26](=[O:27])[O:28][CH3:29])[C:14](=[O:24])[CH2:15][CH:16]1[c:17]1[cH:18][c:19]([Cl:23])[cH:20][cH:21][cH:22]1.[Na+:40].[O:41]1[CH2:42][CH2:43][CH2:44][CH2:45]1.[OH-:39]>>[Cl:1][c:2]1[cH:3][cH:4][c:5]2[c:9]([cH:10]1)[NH:8][C:7](=[O:11])[C:6]21[CH:12]([c:30]2[c:31]([CH3:36])[cH:32][cH:33][cH:34][cH:35]2)[N:13]([CH2:25][C:26](=[O:27])[OH:28])[C:14](=[O:24])[CH2:15][CH:16]1[c:17]1[cH:18][c:19]([Cl:23])[cH:20][cH:21][cH:22]1.